This data is from the Open Reaction Database (ORD), a public repository of structured organic reaction records. The task is: describe an organic reaction: reactants, conditions, products, and yield Starting materials: ClC1(C(NCCCC1(C)C)=O)Cl (3,3-dichloro-4,4-dimethyl-2-oxoperhydroazepine), [H][H] (hydrogen). Reagents/catalysts: [Pd] (Pd/C). The solvent is C(C)(=O)O (acetic acid). Yields the product ClC1C(NCCCC1(C)C)=O (3-chloro-4,4-dimethyl-2-oxoperhydroazepine). The yield is 94.9%. Reaction SMILES: [Cl:1][C:2]1(Cl)[C:8]([CH3:10])([CH3:9])[CH2:7][CH2:6][CH2:5][NH:4][C:3]1=[O:11].[H][H]>C(O)(=O)C.[Pd]>[Cl:1][CH:2]1[C:8]([CH3:9])([CH3:10])[CH2:7][CH2:6][CH2:5][NH:4][C:3]1=[O:11]. Reported procedure: 3.8 g (0.018 moles) of 3,3-dichloro-4,4-dimethyl-2-oxoperhydroazepine were dissolved in 300 ml of glacial acetic acid and shaked at 40 psi of hydrogen with 1.9 g of 10% Pd/C. When the theoretical amount of hydrogen was consumed the catalyst was filtered off and the filtrate evaporated in vacuo to give 3 g of the title compound sufficiently pure for the following step. Reactants: [Br-], CC[Mg+], CCOCC, [Cl-], Fc1cc(Cl)c2nc(Cl)sc2c1, [NH4+]. Yields the product CCc1nc2c(Cl)cc(F)cc2s1. Reaction SMILES: [Br-:1].[CH2:2]([CH3:3])[Mg+:4].[CH3:19][CH2:20][O:21][CH2:22][CH3:23].[Cl-:17].[Cl:5][c:6]1[s:7][c:8]2[c:9]([n:10]1)[c:11]([Cl:16])[cH:12][c:13]([F:15])[cH:14]2.[NH4+:18]>>[CH2:2]([CH3:3])[c:6]1[s:7][c:8]2[c:9]([n:10]1)[c:11]([Cl:16])[cH:12][c:13]([F:15])[cH:14]2. The reactants are talc, CC1(OC2=C([C@H]([C@@H]1O)N1C(C3=CC=CC=C3C1)=O)C=C(C=C2)S(=O)(=O)C(F)(F)F)C (trans-3,4-dihydro-2,2-dimethyl-4-(1-oxoisoindolin-2-yl)-6-trifluoromethylsulfonyl-2H-1-benzopyran-3-ol). Run in O1CCOCC1 (dioxane). Reaction conditions: time 30 minute. Product: CC1(OC2=C(C(=C1)N1C(C3=CC=CC=C3C1)=O)C=C(C=C2)S(=O)(=O)C(F)(F)F)C (2,2-Dimethyl-4-(1-oxoisoindolin-2-yl)-6-trifluoromethylsulfonyl-2H-1-benzopyran). The yield is 42.2%. As a reaction SMILES: [CH3:1][C:2]1([CH3:30])[C@@H:7](O)[C@H:6]([N:9]2[CH2:17][C:16]3[C:11](=[CH:12][CH:13]=[CH:14][CH:15]=3)[C:10]2=[O:18])[C:5]2[CH:19]=[C:20]([S:23]([C:26]([F:29])([F:28])[F:27])(=[O:25])=[O:24])[CH:21]=[CH:22][C:4]=2[O:3]1>O1CCOCC1>[CH3:1][C:2]1([CH3:30])[CH:7]=[C:6]([N:9]2[CH2:17][C:16]3[C:11](=[CH:12][CH:13]=[CH:14][CH:15]=3)[C:10]2=[O:18])[C:5]2[CH:19]=[C:20]([S:23]([C:26]([F:29])([F:27])[F:28])(=[O:25])=[O:24])[CH:21]=[CH:22][C:4]=2[O:3]1. Reported procedure: 200 mg of soda talc (Merck Catalog No. 1567) were added to a solution of 200 mg of trans-3,4-dihydro-2,2-dimethyl-4-(1-oxoisoindolin-2-yl)-6-trifluoromethylsulfonyl-2H-1-benzopyran-3-ol (prepared as described in Preparation 13) in 6 ml of dioxane, and the resulting mixture was stirred for 30 minutes whilst heating it on an oil bath kept at 140° C. The reaction mixture was cooled and then freed from insoluble materials by filtration. The solvent was then removed by distillation under reduced pres... Reactants: C(=O)(C(=O)OCC)NC1=CC(=C(C=C1)Cl)C(F)(F)F (N-ethoxalyl-4-chloro-3-trifluoromethylaniline), [N+](=O)(O)[O-] (nitric acid), ice water. Conditions: temperature 25 celsius, time 16 hour. Yields the product C(=O)(C(=O)OCC)NC1=CC(=C(C=C1[N+](=O)[O-])Cl)C(F)(F)F (N-ethoxalyl-4-chloro-6-nitro-3-trifluoromethylaniline). Yield: 72.0%. RXN SMILES: [C:1]([NH:8][C:9]1[CH:14]=[CH:13][C:12]([Cl:15])=[C:11]([C:16]([F:19])([F:18])[F:17])[CH:10]=1)([C:3]([O:5][CH2:6][CH3:7])=[O:4])=[O:2].[N+:20]([O-])([OH:22])=[O:21]>>[C:1]([NH:8][C:9]1[C:14]([N+:20]([O-:22])=[O:21])=[CH:13][C:12]([Cl:15])=[C:11]([C:16]([F:17])([F:18])[F:19])[CH:10]=1)([C:3]([O:5][CH2:6][CH3:7])=[O:4])=[O:2]. Procedure: 6.0 g (20.6 mmol) N-ethoxalyl-4-chloro-3-trifluoromethylaniline was dissolved in 30 ml 100% nitric acid and the reaction mixture was stirred at 25° C. for 16 h. The reaction mixture was poured into 500 ml ice-water. The crude product was filtered off, washed with water and recrystalized (ethanol) to give 4.95 g (72%) of N-ethoxalyl-4-chloro-6-nitro-3-trifluoromethylaniline. M.p. 96.5°-97.5° C. Reactants: ClC=1C=C(C=C(C1)Cl)SC1=C(NC2=CC(=CC=C12)C)CCC(=O)N (3-(3-((3,5-Dichlorophenyl)thio)-6-methyl-1H-indol-2-yl)propanamide), acid chloride, ClC1=CC=C(C=C1)SC1=C(NC2=CC=C(C=C12)C)C(=O)O (3-((4-Chlorophenyl)thio)-5-methyl-1H-indole-2-carboxylic acid), C(C(=O)Cl)(=O)Cl (oxalyl chloride), C(C1=CC=CC=C1)O (benzyl alcohol), N1=CC=CC=C1 (pyridine). Solvent: C1CCOC1 (THF). Product: ClC1=CC=C(C=C1)SC1=C(NC2=CC=C(C=C12)C)C(=O)OCC1=CC=CC=C1 (Benzyl 3-((4-chlorophenyl)thio)-5-methyl-1H-indole-2-carboxylate). Isolated yield 37.0%. Reaction SMILES: ClC1C=C(SC2[C:18]3[C:13](=[CH:14][C:15]([CH3:19])=[CH:16][CH:17]=3)NC=2CCC(N)=O)C=C(Cl)C=1.[Cl:25][C:26]1[CH:31]=[CH:30][C:29]([S:32][C:33]2[C:41]3[C:36](=[CH:37][CH:38]=[C:39]([CH3:42])[CH:40]=3)[NH:35][C:34]=2[C:43]([OH:45])=[O:44])=[CH:28][CH:27]=1.C(Cl)(=O)C(Cl)=O.C(O)C1C=CC=CC=1.N1C=CC=CC=1>C1COCC1>[Cl:25][C:26]1[CH:27]=[CH:28][C:29]([S:32][C:33]2[C:41]3[C:36](=[CH:37][CH:38]=[C:39]([CH3:42])[CH:40]=3)[NH:35][C:34]=2[C:43]([O:45][CH2:19][C:15]2[CH:16]=[CH:17][CH:18]=[CH:13][CH:14]=2)=[O:44])=[CH:30][CH:31]=1. Procedure details: Following the method used to prepare 24a, the use of 1b (0.23 mmol) and oxalyl chloride in THF followed by allowing the intermediate acid chloride to react with benzyl alcohol (35 μL, 0.34 mmol) in presence of pyridine (54 μL, 0.68 mmol) provided 35 mg (37%) of product 16 as a pale yellow foam. 1H NMR (300 MHz, DMSO-d6) δ 2.34 (s, 3H), 5.35 (s, 2H), 7.00 (d, J=9 Hz, 2H), 7.20 (d, J=9 Hz, 1H), 7.26 (d, J=9 Hz, 2H), 7.29-7.38 (m, 6H), 7.47 (d, J=9 Hz, 1H), 12.44 (s, 1H). LC-MS (CI): m/z 408.1 [(M+... Reactants: CC(C)C(N)C(=O)O, CC(C)=O. Product: CC(C)NC(C(=O)O)C(C)C. Reaction SMILES: [CH3:1][CH:2]([CH3:3])[CH:4]([NH2:5])[C:6]([OH:7])=[O:8].[CH3:9][C:10]([CH3:11])=[O:12]>>[CH3:1][CH:2]([CH3:3])[CH:4]([NH:5][CH:10]([CH3:9])[CH3:11])[C:6]([OH:7])=[O:8]. Reactants: CC1C(C2=CC(=CC=C2C1)C)=O (2,6-dimethylindan-1-one), ice, [Al+3].[Cl-].[Cl-].[Cl-] (AlCl3), BrBr (bromine), Cl (HCl). Run in ClCCl (dichloromethane), ClCCl (dichloromethane), ClCCl (dichloromethane). Run at temperature 0 celsius, time 30 minute. Yields the product BrC1=C2CC(C(C2=CC(=C1)C)=O)C (4-Bromo-2,6-dimethylindan-1-one). As a reaction SMILES: [Al+3].[Cl-].[Cl-].[Cl-].[CH3:5][CH:6]1[CH2:14][C:13]2[C:8](=[CH:9][C:10]([CH3:15])=[CH:11][CH:12]=2)[C:7]1=[O:16].[Br:17]Br.Cl>ClCCl>[Br:17][C:12]1[CH:11]=[C:10]([CH3:15])[CH:9]=[C:8]2[C:13]=1[CH2:14][CH:6]([CH3:5])[C:7]2=[O:16] |f:0.1.2.3|. Reported procedure: To a suspension of 334 g (2.50 mol) of anhydrous AlCl3 (powder) in 400 ml of dry dichloromethane, a solution of 160 g (1.00 mol) of 2,6-dimethylindan-1-one in 200 ml of dichloromethane was added dropwise while vigorously stirring for 30 min at 0° C. This mixture was stirred for 1 h at ambient temperature, and then a solution of 51.6 ml (161 g, 1.01 mol) of bromine in 800 ml of dichloromethane was added while vigorously stirring for 2 h. The resulting mixture was stirred for 12 h and then poured ... Starting materials: CC1(c2ccc([Ge](C)(C)C)cc2)OCCO1, CC(C)=O, O, Cc1ccc(S(=O)(=O)[O-])cc1, c1cc[nH+]cc1. The product is CC(=O)c1ccc([Ge](C)(C)C)cc1. RXN SMILES: [CH3:1][Ge:2]([c:3]1[cH:4][cH:5][c:6]([C:9]2([CH3:14])[O:10][CH2:13][CH2:12][O:11]2)[cH:7][cH:8]1)([CH3:15])[CH3:16].[CH3:35][C:36](=[O:37])[CH3:38].[OH2:34].[c:17]1([CH3:18])[cH:19][cH:20][c:21]([S:22]([O-:23])(=[O:24])=[O:25])[cH:26][cH:27]1.[nH+:28]1[cH:29][cH:30][cH:31][cH:32][cH:33]1>>[CH3:1][Ge:2]([c:3]1[cH:4][cH:5][c:6]([C:9](=[O:10])[CH3:14])[cH:7][cH:8]1)([CH3:15])[CH3:16].